From a dataset of the Open Reaction Database (ORD), a public repository of structured organic reaction records. describe an organic reaction: reactants, conditions, products, and yield The reactants are CC1C(N(N=C2COC3=CC(=C(C=C3N12)B1OC(C(O1)(C)C)(C)C)C(F)(F)F)COCC[Si](C)(C)C)=O (4-methyl-6-(4,4,5,5-tetramethyl-[1,3,2]dioxaborolan-2-yl)-7-trifluoromethyl-2-(2-trimethylsilanyl-ethoxymethyl)-2,10-dihydro-9-oxa-1,2,4a-triaza-phenanthren-3-one), CC(=O)O (AcOH), OO (hydrogen peroxide). The solvent is O1CCOCC1 (dioxane). Conditions: time 8 hour. Yields the product OC=1C=C2N3C(C(N(N=C3COC2=CC1C(F)(F)F)COCC[Si](C)(C)C)=O)C (6-hydroxy-4-methyl-7-trifluoromethyl-2-(2-trimethylsilanyl-ethoxymethyl)-2,10-dihydro-9-oxa-1,2,4a-triaza-phenanthren-3-one). Isolated yield 50.0%. Reaction SMILES: [CH3:1][CH:2]1[N:15]2[C:6]([CH2:7][O:8][C:9]3[C:14]2=[CH:13][C:12](B2OC(C)(C)C(C)(C)O2)=[C:11]([C:25]([F:28])([F:27])[F:26])[CH:10]=3)=[N:5][N:4]([CH2:29][O:30][CH2:31][CH2:32][Si:33]([CH3:36])([CH3:35])[CH3:34])[C:3]1=[O:37].CC(O)=[O:40].OO>O1CCOCC1>[OH:40][C:12]1[CH:13]=[C:14]2[C:9](=[CH:10][C:11]=1[C:25]([F:28])([F:26])[F:27])[O:8][CH2:7][C:6]1[N:15]2[CH:2]([CH3:1])[C:3](=[O:37])[N:4]([CH2:29][O:30][CH2:31][CH2:32][Si:33]([CH3:34])([CH3:35])[CH3:36])[N:5]=1. Procedure details: To a solution of 4-methyl-6-(4,4,5,5-tetramethyl-[1,3,2]dioxaborolan-2-yl)-7-trifluoromethyl-2-(2-trimethylsilanyl-ethoxymethyl)-2,10-dihydro-9-oxa-1,2,4a-triaza-phenanthren-3-one (0.500 g, 0.923 mmol) in dioxane (25 mL) was added AcOH (2.5 mL) and hydrogen peroxide (30%, 5 mL) and the reaction mixture was stirred at ambient temperature overnight. The solution was quenched by the addition of saturated Na2SO3 solution and the volatiles were evaporated in vacuo. The aqueous residue was extracted w... The reactants are CC(=O)OC(C)=O, O=CO, COC(=O)c1cccc(N)n1. The product is COC(=O)c1cccc(NC=O)n1. RXN SMILES: [CH3:1][C:2](=[O:3])[O:4][C:5](=[O:6])[CH3:7].[CH:19]([OH:20])=[O:21].[NH2:8][c:9]1[cH:10][cH:11][cH:12][c:13]([C:15](=[O:16])[O:17][CH3:18])[n:14]1>>[CH:2](=[O:3])[NH:8][c:9]1[cH:10][cH:11][cH:12][c:13]([C:15](=[O:16])[O:17][CH3:18])[n:14]1. Starting materials: CCOC(C)=O, CC(C)O, Sc1ccc(Cl)cc1, [Cu]I, N#Cc1ccc(-c2nc(-c3ccccc3)[nH]c2I)cc1, [K+], [K+], O=C([O-])[O-], OCCO. As a reaction SMILES: [CH3:39][CH2:40][O:41][C:42]([CH3:43])=[O:44].[CH3:47][CH:48]([OH:49])[CH3:50].[Cl:27][c:28]1[cH:29][cH:30][c:31]([SH:34])[cH:32][cH:33]1.[Cu:45][I:46].[I:7][c:8]1[c:9](-[c:19]2[cH:20][cH:21][c:22]([C:23]#[N:24])[cH:25][cH:26]2)[n:10][c:11](-[c:13]2[cH:14][cH:15][cH:16][cH:17][cH:18]2)[nH:12]1.[K+:1].[K+:2].[O-:3][C:4]([O-:5])=[O:6].[OH:35][CH2:36][CH2:37][OH:38]>>[c:8]1([S:34][c:31]2[cH:30][cH:29][c:28]([Cl:27])[cH:33][cH:32]2)[c:9](-[c:19]2[cH:20][cH:21][c:22]([C:23]#[N:24])[cH:25][cH:26]2)[n:10][c:11](-[c:13]2[cH:14][cH:15][cH:16][cH:17][cH:18]2)[nH:12]1. Product: N#Cc1ccc(-c2nc(-c3ccccc3)[nH]c2Sc2ccc(Cl)cc2)cc1. The reactants are C1(=CC=CC=C1)P(C1=CC=CC=C1)C1=CC=CC=C1 (triphenylphosphine), [I-].[Na+] (sodium iodide), ClC1=C(C=C(C=C1)Cl)S(=O)(=O)Cl (2,5-dichlorobenzenesulfonyl chloride), N1CCCCC1 (piperidine), Cl (hydrochloric acid). The reagents and catalysts are [Ni](Cl)Cl (nickel(II) chloride), [Zn] (zinc), [Zn] (zinc). Run in CN1C(CCC1)=O (N-methylpyrrolidinone), CN1C(CCC1)=O (NMP), C(C)O (ethanol). Run at temperature 50 celsius, time 10 minute. Yields the product ClC1=C(C=C(C=C1)Cl)S(=O)(=O)N1CCCCC1 (2,5-dichlorobenzenesulfonylpiperidine). Reaction SMILES: C1(P(C2C=CC=CC=2)C2C=CC=CC=2)C=CC=CC=1.[I-].[Na+].[Cl:22][C:23]1[CH:28]=[CH:27][C:26]([Cl:29])=[CH:25][C:24]=1[S:30](Cl)(=[O:32])=[O:31].[NH:34]1[CH2:39][CH2:38][CH2:37][CH2:36][CH2:35]1.Cl>CN1CCCC1=O.C(O)C.[Ni](Cl)Cl.[Zn]>[Cl:22][C:23]1[CH:28]=[CH:27][C:26]([Cl:29])=[CH:25][C:24]=1[S:30]([N:34]1[CH2:39][CH2:38][CH2:37][CH2:36][CH2:35]1)(=[O:32])=[O:31] |f:1.2|. Procedure: Anhydrous nickel(II) chloride (60 mg, 0.46 mmole), triphenylphosphine (800 mg, 3.05 mmole), sodium iodide (180 mg, 1.2 mmole), and activated zinc powder (1.2 g, 18 mmole) are placed into a 25 ml flask under an inert atmosphere along with 7 ml of anhydrous N-methylpyrrolidinone (NMP). This mixture is stirred at 50° C. for about 10 minutes, leading to a deep-red coloration. A solution of 3.4 g (11.6 mmole) of 2,5-dichlorobenzenesulfonylpiperidine, which is prepared by the reaction of 2,5-dichlorob... As a reaction SMILES: [Cl:1][C:2]1[CH:21]=[CH:20][C:5]([C:6]([N:8]2[C:16]3[C:11](=[CH:12][C:13]([O:17][CH3:18])=[CH:14][CH:15]=3)[CH:10]=[C:9]2[CH3:19])=[O:7])=[CH:4][CH:3]=1.[CH2:22]([C:24]1[CH:25]=[C:26]([CH:30]=[CH:31][C:32]=1Cl)[C:27](N)=O)[CH3:23].COC1C=C2C(=CC=1)[NH:41][C:40](C)=C2CCN.C1(CC(O)=O)C=CC=CC=1>>[Cl:1][C:2]1[CH:21]=[CH:20][C:5]([C:6]([N:8]2[C:16]3[C:11](=[CH:12][C:13]([O:17][CH3:18])=[CH:14][CH:15]=3)[CH:10]=[C:9]2[CH3:19])=[O:7])=[CH:4][CH:3]=1.[CH2:22]([C:24]1[CH:25]=[C:26]([CH2:27][CH2:40][NH-:41])[CH:30]=[CH:31][CH:32]=1)[CH3:23] |f:0.1,4.5|. Reactants: ClC1=CC=C(C(=O)N2C(=CC3=CC(=CC=C23)OC)C)C=C1.C(C)C=1C=C(C(=O)N)C=CC1Cl (N-(p-chlorobenzoyl)-5-methoxy-2-methylindole 3-ethyl-(p-chloro)benzamide), 8i, COC=1C=C2C(=C(NC2=CC1)C)CCN (5-methoxy-2-methylindole-3-ethyl amine), C1(=CC=CC=C1)CC(=O)O (phenylacetic acid). Product: ClC1=CC=C(C(=O)N2C(=CC3=CC(=CC=C23)OC)C)C=C1.C(C)C=1C=C(C=CC1)CC[NH-] (N-(p-chlorobenzoyl)-5-methoxy-2-methylindole 3-ethyl-(2-phenyl)ethylamide). Procedure: The procedure employed for preparation of Compound 9e was repeated except as follows. In the treatment of Compound 7, phenylacetic acid was used instead of 4-chlorobenzoic acid, so the resultant was 8i instead of 8e. Reactants: CCOC(=O)CC(=O)OCC, C1CCNCC1, COc1ccc(C=O)c2ccc(=O)n(C)c12, Cl, c1ccncc1. Yields the product CCOC(=O)C(=Cc1ccc(OC)c2c1ccc(=O)n2C)C(=O)OCC. RXN SMILES: [C:17]([CH2:18][C:19](=[O:20])[O:21][CH2:22][CH3:23])(=[O:24])[O:25][CH2:26][CH3:27].[CH2:28]1[CH2:29][CH2:30][NH:31][CH2:32][CH2:33]1.[CH3:1][O:2][c:3]1[cH:4][cH:5][c:6]([CH:15]=[O:16])[c:7]2[cH:8][cH:9][c:10](=[O:14])[n:11]([CH3:13])[c:12]12.[ClH:34].[cH:35]1[cH:36][cH:37][n:38][cH:39][cH:40]1>>[CH3:1][O:2][c:3]1[cH:4][cH:5][c:6]([CH:15]=[C:18]([C:17](=[O:24])[O:25][CH2:26][CH3:27])[C:19](=[O:20])[O:21][CH2:22][CH3:23])[c:7]2[cH:8][cH:9][c:10](=[O:14])[n:11]([CH3:13])[c:12]12. The reactants are C(C)(C)(C)OC(N(CC=O)CCCC1=NC(=CC=C1)Br)=O ([3-(6-Bromo-pyridin-2-yl)-propyl]-(2-oxo-ethyl)-carbamic acid tert-butyl ester), C(C)(C)(C)OC(C[C@@H](C=1C=NC=C(C1)OCC)N)=O (3(S)-Amino-3-(5-ethoxy-pyridin-3-yl)-propionic acid tert-butyl ester), C(C)(=O)O (acetic acid), CC(=O)[O-].[Na+] (NaOAc), [BH3-]C#N.[Na+] (NaBH3CN), C([O-])([O-])=O.[K+].[K+] (potassium carbonate), Cl (HCl). The solvent is CC(C)O (2-propanol), C(C)(=O)OCC (ethyl acetate). Conditions: temperature 0 celsius, time 20 minute. Yields the product C(C)(C)(C)OC(CCC=1C=NC=C(C1)OCC)=O (3-(5-Ethoxy-pyridin-3-yl)-propionic acid tert-butyl ester). Isolated yield 95.0%. As a reaction SMILES: C(OC(=O)N(CCCC1C=CC=C(Br)N=1)CC=O)(C)(C)C.[C:22]([O:26][C:27](=[O:40])[CH2:28][C@H:29](N)[C:30]1[CH:31]=[N:32][CH:33]=[C:34]([O:36][CH2:37][CH3:38])[CH:35]=1)([CH3:25])([CH3:24])[CH3:23].C(O)(=O)C.CC([O-])=O.[Na+].[BH3-]C#N.[Na+].Cl.C(=O)([O-])[O-].[K+].[K+]>CC(O)C.C(OCC)(=O)C>[C:22]([O:26][C:27](=[O:40])[CH2:28][CH2:29][C:30]1[CH:31]=[N:32][CH:33]=[C:34]([O:36][CH2:37][CH3:38])[CH:35]=1)([CH3:25])([CH3:24])[CH3:23] |f:3.4,5.6,8.9.10|. Procedure details: A mixture of the crude aldehyde 20-8 (0.671 g,.1.88 mmol), amine 15-8 (0.651 g, 2.44 mmol), acetic acid (0.107 mL, 1.88 mmol), NaOAc (1.54 g, 18.8 mmol), and powdered molecular sieves (1.20 g) in 2-propanol (15 mL) was stirred for 20 minutes. The mixture was cooled to 0° C. and then NaBH3CN (0.354 g, 5.64 mmol) was added. After stirring 6 hours, the pH of the mixture was adjusted to ~2 with 1N HCl. The solution was stirred for an additional 10 minutes, ethyl acetate (20 mL) was added, and the pH... Reactants: C(C)(=O)[O-].[Na+] (Sodium acetate), Cl.NO (hydroxylamine hydrochloride), FC1=CC=C(C=C1)CC(=O)C1=CC=NC=C1 (2-(4-Fluorophenyl)-1-pyridin-4-ylethanone). Solvent: CO (methanol). Yields the product FC1=CC=C(C=C1)CC(=NO)C1=CC=NC=C1 (2-(4-Fluorophenyl)-1-pyridin-4-ylethanone oxime). RXN SMILES: C([O-])(=O)C.[Na+].Cl.[NH2:7][OH:8].[F:9][C:10]1[CH:15]=[CH:14][C:13]([CH2:16][C:17]([C:19]2[CH:24]=[CH:23][N:22]=[CH:21][CH:20]=2)=O)=[CH:12][CH:11]=1>CO>[F:9][C:10]1[CH:15]=[CH:14][C:13]([CH2:16][C:17]([C:19]2[CH:24]=[CH:23][N:22]=[CH:21][CH:20]=2)=[N:7][OH:8])=[CH:12][CH:11]=1 |f:0.1,2.3|. Reported procedure: Sodium acetate (36.1 g; 0.44 mol) and hydroxylamine hydrochloride (22.0 g; 0.32 mol) were introduced into a suspension of a2 (21.5 g; 0.1 mol) in 50% strength methanol (350 ml). The reaction mixture was stirred under reflux for 1 h. When the clear solution was cooled in an ice bath, a3 was obtained as a beige precipitate which was filtered off, washed with H2O and dried under reduced pressure over P2O5. Yields the product FC1=C(C=CC=C1)C1=NOC(=C1COC1=NC=C(C(=O)NC2CCOCC2)C=C1)C (6-[3-(2-Fluoro-phenyl)-5-methyl-isoxazol-4-ylmethoxy]-N-(tetrahydro-pyran-4-yl)-nicotinamide). Reaction SMILES: CO[C:3](=[O:25])[C:4]1[CH:9]=[CH:8][C:7]([O:10][CH2:11][C:12]2[C:13]([C:18]3[CH:23]=[CH:22][CH:21]=[CH:20][C:19]=3[F:24])=[N:14][O:15][C:16]=2[CH3:17])=[N:6][CH:5]=1.[NH2:26][CH:27]1[CH2:32][CH2:31][O:30][CH2:29][CH2:28]1>>[F:24][C:19]1[CH:20]=[CH:21][CH:22]=[CH:23][C:18]=1[C:13]1[C:12]([CH2:11][O:10][C:7]2[CH:8]=[CH:9][C:4]([C:3]([NH:26][CH:27]3[CH2:32][CH2:31][O:30][CH2:29][CH2:28]3)=[O:25])=[CH:5][N:6]=2)=[C:16]([CH3:17])[O:15][N:14]=1. Reported procedure: As described for example 84f, 6-[3-(2-fluoro-phenyl)-5-methyl-isoxazol-4-ylmethoxy]-nicotinic acid methyl ester (100 mg, 0.29 mmol) was converted, using 4-aminotetrahydropyran instead of 2,2,2-trifluoroethylamine, to the title compound (110 mg, 92%) which was obtained as a colourless oil. MS: m/e=412.2 [M+H]+. Isolated yield 92.0%. Starting materials: COC(C1=CN=C(C=C1)OCC=1C(=NOC1C)C1=C(C=CC=C1)F)=O (6-[3-(2-fluoro-phenyl)-5-methyl-isoxazol-4-ylmethoxy]-nicotinic acid methyl ester), NC1CCOCC1 (4-aminotetrahydropyran). The reactants are CCO, CC(C)(OC1CCCCO1)c1ccc(C(CC2CCCC2)c2cc3cc(C(=O)O)cnc3[nH]2)cc1F, [Cl-], O, O. Yields the product CC(C)(O)c1ccc(C(CC2CCCC2)c2cc3cc(C(=O)O)cnc3[nH]2)cc1F. RXN SMILES: [CH3:40][CH2:41][OH:42].[CH:1]1([CH2:6][CH:7]([c:8]2[cH:9][c:10]([F:24])[c:11]([C:14]([CH3:15])([O:16][CH:17]3[CH2:18][CH2:19][CH2:20][CH2:21][O:22]3)[CH3:23])[cH:12][cH:13]2)[c:25]2[cH:26][c:27]3[c:28]([n:29][cH:30][c:31]([C:33](=[O:34])[OH:35])[cH:32]3)[nH:36]2)[CH2:2][CH2:3][CH2:4][CH2:5]1.[Cl-:39].[OH2:37].[OH2:38]>>[CH:1]1([CH2:6][CH:7]([c:8]2[cH:9][c:10]([F:24])[c:11]([C:14]([CH3:15])([OH:16])[CH3:23])[cH:12][cH:13]2)[c:25]2[cH:26][c:27]3[c:28]([n:29][cH:30][c:31]([C:33](=[O:34])[OH:35])[cH:32]3)[nH:36]2)[CH2:2][CH2:3][CH2:4][CH2:5]1.